From a dataset of the Open Reaction Database (ORD), a public repository of structured organic reaction records. describe an organic reaction: reactants, conditions, products, and yield Reactants: BrC=1C=C(C(=O)Cl)C=CC1F (3-bromo-4-fluorobenzoyl chloride), [Br-].C(#N)C1=C(C=CC=C1)[Zn+] (2-cyanophenylzinc bromide), [Cu](C#N)C#N (copper cyanide), [Br-].[Li+] (lithium bromide). Run in O1CCCC1 (tetrahydrofuran), O1CCCC1 (tetrahydrofuran). Run at temperature -25 celsius, time 15 minute. Product: BrC=1C=C(C(=O)C2=C(C#N)C=CC=C2)C=CC1F (2-(3-Bromo-4-fluorobenzoyl)benzonitrile). Reaction SMILES: [Br-].[C:2]([C:4]1[CH:9]=[CH:8][CH:7]=[CH:6][C:5]=1[Zn+])#[N:3].[Cu](C#N)C#N.[Br-].[Li+].[Br:18][C:19]1[CH:20]=[C:21]([CH:25]=[CH:26][C:27]=1[F:28])[C:22](Cl)=[O:23]>O1CCCC1>[Br:18][C:19]1[CH:20]=[C:21]([CH:25]=[CH:26][C:27]=1[F:28])[C:22]([C:5]1[CH:6]=[CH:7][CH:8]=[CH:9][C:4]=1[C:2]#[N:3])=[O:23] |f:0.1,3.4|. Procedure: To a −20° C. solution of 2-cyanophenylzinc bromide (0.5 M in tetrahydrofuran, 20 mL, 10 mmol) was a solution of copper cyanide (0.94 g, 10.5 mmol) and lithium bromide (1.82 g, 21.0 mmol) in tetrahydrofuran (15 mL) added, the reaction was slowly allowed to reach room temperature, after 15 minutes the reaction mixture was recooled to −25° C. A solution of 3-bromo-4-fluorobenzoyl chloride (1.45 g, 10.5 mmol) in tetrahydrofuran (10 mL) was added, the reaction mixture was stirred at −25° C. 1 h and a...